Dataset: the Open Reaction Database (ORD), a public repository of structured organic reaction records. Task: describe an organic reaction: reactants, conditions, products, and yield Reactants: C(C)N1CCN(CC1)C(=O)C1=CC(=C(C=C1)C)[N+](=O)[O-] ((4-ethyl-piperazin-1-yl)-(4-methyl-3-nitro-phenyl)-methanone). Reagents/catalysts: [C].[Pd] (palladium carbon). Run in CO (methanol). Yields the product C(C)N1CCN(CC1)C(=O)C1=CC(=C(C=C1)C)N ((4-ethyl-piperazin-1-yl)-(3-amino-4-methyl-phenyl)-methanone). Yield: 105.8%. As a reaction SMILES: [CH2:1]([N:3]1[CH2:8][CH2:7][N:6]([C:9]([C:11]2[CH:16]=[CH:15][C:14]([CH3:17])=[C:13]([N+:18]([O-])=O)[CH:12]=2)=[O:10])[CH2:5][CH2:4]1)[CH3:2]>CO.[C].[Pd]>[CH2:1]([N:3]1[CH2:8][CH2:7][N:6]([C:9]([C:11]2[CH:16]=[CH:15][C:14]([CH3:17])=[C:13]([NH2:18])[CH:12]=2)=[O:10])[CH2:5][CH2:4]1)[CH3:2] |f:2.3|. Procedure: (4-Ethyl-piperazin-1-yl)-(4-methyl-3-nitro-phenyl)-methanone (1.06 g, 3.82 mmol) obtained in Step A was stirred for 16 hours in methanol (20 ml) under a hydrogen atmosphere in the presence of 10% palladium carbon. After the reaction mixture was filtered, the filtrate was concentrated under reduced pressure, to obtain (4-ethyl-piperazin-1-yl)-(3-amino-4-methyl-phenyl)-methanone (1.0 g, quant.). Starting materials: CCN, CC(C(=O)O)N(CC1CC1)c1ccc(C#N)c(C#N)c1. The product is CCNC(=O)C(C)N(CC1CC1)c1ccc(C#N)c(C#N)c1. Reaction SMILES: [CH3:21][CH2:22][NH2:23].[CH:1]1([CH2:4][N:5]([CH:6]([CH3:7])[C:8](=[O:9])[OH:10])[c:11]2[cH:12][c:13]([C:19]#[N:20])[c:14]([C:17]#[N:18])[cH:15][cH:16]2)[CH2:2][CH2:3]1>>[CH:1]1([CH2:4][N:5]([CH:6]([CH3:7])[C:8](=[O:10])[NH:23][CH2:22][CH3:21])[c:11]2[cH:12][c:13]([C:19]#[N:20])[c:14]([C:17]#[N:18])[cH:15][cH:16]2)[CH2:2][CH2:3]1. The reactants are FC(CNC(=O)NC=1C=C(C=CC1)C1=CN=C2N1N=CC(=C2)C2=CC=C(C=C2)C(C(=O)O)C)(F)F (2-(4-{3-[3-({[(2,2,2-trifluoro ethyl)amino]carbonyl}amino)phenyl]imidazo[1,2-b]pyridazin-7-yl}phenyl)propanoic acid), N1[C@@H](CCC1)CO ((2S)-pyrrolidin-2-ylmethanol). The product is OC[C@H]1N(CCC1)C(C(C)C1=CC=C(C=C1)C1=CC=2N(N=C1)C(=CN2)C=2C=C(C=CC2)NC(=O)NCC(F)(F)F)=O (N-[3-[7-(4-{2-[(2S)-2-(Hydroxymethyl)pyrrolidin-1-yl]-1-methyl-2-oxoethyl]phenyl)imidazo[1,2-b]pyridazin-3-yl]phenyl}-N′(2,2,2-trifluoroethyl)urea). RXN SMILES: [F:1][C:2]([F:35])([F:34])[CH2:3][NH:4][C:5]([NH:7][C:8]1[CH:9]=[C:10]([C:14]2[N:18]3[N:19]=[CH:20][C:21]([C:23]4[CH:28]=[CH:27][C:26]([CH:29]([CH3:33])[C:30](O)=[O:31])=[CH:25][CH:24]=4)=[CH:22][C:17]3=[N:16][CH:15]=2)[CH:11]=[CH:12][CH:13]=1)=[O:6].[NH:36]1[CH2:40][CH2:39][CH2:38][C@H:37]1[CH2:41][OH:42]>>[OH:42][CH2:41][C@@H:37]1[CH2:38][CH2:39][CH2:40][N:36]1[C:30](=[O:31])[CH:29]([C:26]1[CH:27]=[CH:28][C:23]([C:21]2[CH:20]=[N:19][N:18]3[C:14]([C:10]4[CH:9]=[C:8]([NH:7][C:5]([NH:4][CH2:3][C:2]([F:1])([F:34])[F:35])=[O:6])[CH:13]=[CH:12][CH:11]=4)=[CH:15][N:16]=[C:17]3[CH:22]=2)=[CH:24][CH:25]=1)[CH3:33]. Procedure: This compound was prepared by using procedure analogous to those described for the synthesis of Example 98, Step 9 starting from 2-(4-{3-[3-({[(2,2,2-trifluoro ethyl)amino]carbonyl}amino)phenyl]imidazo[1,2-b]pyridazin-7-yl}phenyl)propanoic acid and (2S)-pyrrolidin-2-ylmethanol. LCMS (M+H)+: m/z=567.3 RXN SMILES: [ClH:34].[F:1][CH:2]([CH2:3][n:4]1[n:5][cH:6][c:7]([NH:9][C:10](=[O:11])[c:12]2[n:13][c:14](-[c:25]3[c:26]([F:32])[cH:27][cH:28][cH:29][c:30]3[F:31])[s:15][c:16]2[NH:17][C:18](=[O:19])[O:20][C:21]([CH3:22])([CH3:23])[CH3:24])[cH:8]1)[F:33].[O:35]1[CH2:36][CH2:37][O:38][CH2:39][CH2:40]1>>[F:1][CH:2]([CH2:3][n:4]1[n:5][cH:6][c:7]([NH:9][C:10](=[O:11])[c:12]2[n:13][c:14](-[c:25]3[c:26]([F:32])[cH:27][cH:28][cH:29][c:30]3[F:31])[s:15][c:16]2[NH2:17])[cH:8]1)[F:33]. The product is Nc1sc(-c2c(F)cccc2F)nc1C(=O)Nc1cnn(CC(F)F)c1. Reactants: Cl, CC(C)(C)OC(=O)Nc1sc(-c2c(F)cccc2F)nc1C(=O)Nc1cnn(CC(F)F)c1, C1COCCO1. Starting materials: ClC=1N=CC(=NC1)C(=O)NC (5-chloro-N-methylpyrazine-2-carboxamide), C(CCC)[Sn](C(=C)OCC)(CCCC)CCCC (tributyl(1-ethoxyethenyl)stannane). Reagents/catalysts: Cl[Pd]([P](C1=CC=CC=C1)(C2=CC=CC=C2)C3=CC=CC=C3)([P](C4=CC=CC=C4)(C5=CC=CC=C5)C6=CC=CC=C6)Cl (bis(triphenylphosphine)palladium(II) dichloride). Run in CN(C=O)C (N,N-dimethylformamide). Reaction conditions: temperature 100 celsius, time 3 hour. Product: C(C)OC(=C)C=1N=CC(=NC1)C(=O)NC (5-(1-Ethoxyethenyl)-N-methylpyrazine-2-carboxamide). RXN SMILES: Cl[C:2]1[N:3]=[CH:4][C:5]([C:8]([NH:10][CH3:11])=[O:9])=[N:6][CH:7]=1.C([Sn](CCCC)(CCCC)[C:17]([O:19][CH2:20][CH3:21])=[CH2:18])CCC>Cl[Pd](Cl)([P](C1C=CC=CC=1)(C1C=CC=CC=1)C1C=CC=CC=1)[P](C1C=CC=CC=1)(C1C=CC=CC=1)C1C=CC=CC=1.CN(C)C=O>[CH2:20]([O:19][C:17]([C:2]1[N:3]=[CH:4][C:5]([C:8]([NH:10][CH3:11])=[O:9])=[N:6][CH:7]=1)=[CH2:18])[CH3:21] |^1:32,51|. Procedure details: To a N,N-dimethylformamide (3.0 mL) solution of 5-chloro-N-methylpyrazine-2-carboxamide (0.25 g), tributyl(1-ethoxyethenyl)stannane (0.53 ml) and bis(triphenylphosphine)palladium(II) dichloride (55 mg) were added, and the resultant was stirred at 100° C. for 3 hours. After standing to cool to room temperature, the reaction solution was concentrated under reduced pressure, followed by azeotropy with toluene. The obtained residue was purified by silica gel column chromatography (NH-type silica gel... Reactants: [H][H] (hydrogen), Cl.C(CCC)N1CCC(CC1)N1C(C=2C(C1=O)=CC(=CC2)[N+](=O)[O-])=O (1-n-butyl-4-(4-nitrophthalimido) piperidine monohydrochloride). Reagents/catalysts: [Pd] (palladium on carbon). The solvent is C(C)(=O)O (acetic acid). The product is NC=1C=C2C(C(=O)N(C2=O)C2CCN(CC2)CCCC)=CC1 (4-(4-Aminophthalimido)-1-n-butylpiperidine), Cl (monohydrochloride). Reaction SMILES: [ClH:1].[CH2:2]([N:6]1[CH2:11][CH2:10][CH:9]([N:12]2[C:16](=[O:17])[C:15]3=[CH:18][C:19]([N+:22]([O-])=O)=[CH:20][CH:21]=[C:14]3[C:13]2=[O:25])[CH2:8][CH2:7]1)[CH2:3][CH2:4][CH3:5].[H][H]>C(O)(=O)C.[Pd]>[NH2:22][C:19]1[CH:18]=[C:15]2[C:16](=[O:17])[N:12]([CH:9]3[CH2:10][CH2:11][N:6]([CH2:2][CH2:3][CH2:4][CH3:5])[CH2:7][CH2:8]3)[C:13](=[O:25])[C:14]2=[CH:21][CH:20]=1.[ClH:1] |f:0.1|. Procedure: To a solution of 1.2 grams of 1-n-butyl-4-(4-nitrophthalimido) piperidine monohydrochloride in 50 milliliters of glacial acetic acid were added 0.3 grams of 5% palladium on carbon catalyst and the mixture hydrogenated at 40°-60° C. at 50 p.s.i. until the theoretical amount of hydrogen was taken up. The solution was cooled, filtered over kieselguhr and evaporated to a small volume, then triturated with ether to give the title compound as the monohydrochloride. Melting Point: 265°-270° C. The reactants are CO, CC(=O)OC(C)=O, Cl, c1ccncc1, NC(Cc1ccno1)C(=O)O. Product: CC(=O)NC(Cc1ccno1)C(=O)O. As a reaction SMILES: [CH3:26][OH:27].[CH3:7][C:8](=[O:9])[O:10][C:11](=[O:12])[CH3:13].[ClH:14].[cH:1]1[cH:2][cH:3][n:4][cH:5][cH:6]1.[o:15]1[n:16][cH:17][cH:18][c:19]1[CH2:20][CH:21]([NH2:22])[C:23](=[O:24])[OH:25]>>[CH3:7][C:8](=[O:9])[NH:22][CH:21]([CH2:20][c:19]1[o:15][n:16][cH:17][cH:18]1)[C:23](=[O:24])[OH:25]. Starting materials: N (ammonia), OC1CCC(O1)C=1SC2=C(N1)C=CC(=C2)N2C(OC(C2)COC)=O (3-[2-(5-hydroxytetrahydrofuran-2-yl)benzothiazol-6-yl]-5-methoxymethyl-2-oxazolidinone). The solvent is liquid. Run at time 3 hour. Product: O[C@@H](CCC(N)=O)C=1SC2=C(N1)C=CC(=C2)N2C(O[C@H](C2)COC)=O (3-[2-(1(S)-Hydroxy-3-carbamoylpropyl)benzothiazol-6-yl]-5(R)-methoxymethyl-2-oxazolidinone). RXN SMILES: [NH3:1].[OH:2][CH:3]1[O:7][CH:6]([C:8]2[S:9][C:10]3[CH:16]=[C:15]([N:17]4[CH2:21][CH:20]([CH2:22][O:23][CH3:24])[O:19][C:18]4=[O:25])[CH:14]=[CH:13][C:11]=3[N:12]=2)[CH2:5][CH2:4]1>>[OH:7][C@H:6]([C:8]1[S:9][C:10]2[CH:16]=[C:15]([N:17]3[CH2:21][C@H:20]([CH2:22][O:23][CH3:24])[O:19][C:18]3=[O:25])[CH:14]=[CH:13][C:11]=2[N:12]=1)[CH2:5][CH2:4][C:3](=[O:2])[NH2:1]. Procedure: 50 ml of liquid ammonia was put in a sealed tube at -78° C. and 2.9 g of 3-[2-(5-hydroxytetrahydrofuran-2-yl)benzothiazol-6-yl]-5-methoxymethyl-2-oxazolidinone was added thereto. After sealing followed by stirring at room temperature for 3 h, ammonia was slowly evaporated. Acetone was added to the residue and the precipitated crystals were separated by filtration and dried to give 2.6 g of the titled compound. The reactants are CCc1nc(NC2c3ccccc3CC2O)c(CC)nc1Br, CCc1cnc(CC)c(NC2c3ccccc3CCC2O)n1. Product: CCc1nc(NC2c3ccccc3CCC2O)c(CC)nc1Br. As a reaction SMILES: [Br:1][c:2]1[n:3][c:4]([CH2:21][CH3:22])[c:5]([NH:10][CH:11]2[CH:12]([OH:20])[CH2:13][c:14]3[cH:15][cH:16][cH:17][cH:18][c:19]32)[n:6][c:7]1[CH2:8][CH3:9].[CH2:23]([c:24]1[c:25]([NH:26][CH:27]2[c:28]3[c:29]([cH:30][cH:31][cH:32][cH:33]3)[CH2:34][CH2:35][CH:36]2[OH:37])[n:38][c:39]([CH2:40][CH3:41])[cH:42][n:43]1)[CH3:44]>>[Br:1][c:2]1[n:3][c:4]([CH2:21][CH3:22])[c:5]([NH:10][CH:11]2[CH:12]([OH:20])[CH2:23][CH2:13][c:14]3[cH:15][cH:16][cH:17][cH:18][c:19]32)[n:6][c:7]1[CH2:8][CH3:9]. As a reaction SMILES: [CH2:1]([N:8]1[CH2:13][CH2:12][C:11](O)([C:14]2[C:22]3[O:21][CH:20]=[CH:19][C:18]=3[C:17]([F:23])=[CH:16][C:15]=2[F:24])[C:10]([CH3:27])([CH3:26])[CH2:9]1)[C:2]1[CH:7]=[CH:6][CH:5]=[CH:4][CH:3]=1.C(N1CCC(OC(=O)C(C)=O)(C2C3OC=CC=3C(F)=CC=2F)C(C)(C)C1)C1C=CC=CC=1.C([SnH](CCCC)CCCC)CCC>>[CH2:1]([N:8]1[CH2:13][CH2:12][CH:11]([C:14]2[C:22]3[O:21][CH:20]=[CH:19][C:18]=3[C:17]([F:23])=[CH:16][C:15]=2[F:24])[C:10]([CH3:27])([CH3:26])[CH2:9]1)[C:2]1[CH:7]=[CH:6][CH:5]=[CH:4][CH:3]=1. The yield is 43.6%. Procedure details: Beginning with 0.84 gm (2.26 mMol) 1-benzyl-3,3-dimethyl-4-hydroxy-4-(4,6-difluorobenzofur-7-yl)piperidine, 0.84 gm (81%) 1-benzyl-3,3-dimethyl-4-(methyl oxoacetoxy)-4-(4,6-difluorobenzofur-7-yl)piperidine were prepared essentially as described in EXAMPLE 16. This material (0.57 gm, 1.25 mMol) was treated with tri(n-butyl)tin hydride essentially as described in EXAMPLE 16 to prepare 0.35 gm (79%) of the desired compound. Reactants: C(C1=CC=CC=C1)N1CC(C(CC1)(C1=C(C=C(C=2C=COC21)F)F)O)(C)C (1-benzyl-3,3-dimethyl-4-hydroxy-4-(4,6-difluorobenzofur-7-yl)piperidine), C(C1=CC=CC=C1)N1CC(C(CC1)(C1=C(C=C(C=2C=COC21)F)F)OC(C(=O)C)=O)(C)C (1-benzyl-3,3-dimethyl-4-(methyl oxoacetoxy)-4-(4,6-difluorobenzofur-7-yl)piperidine), material, C(CCC)[SnH](CCCC)CCCC (tri(n-butyl)tin hydride). Yields the product C(C1=CC=CC=C1)N1CC(C(CC1)C1=C(C=C(C=2C=COC21)F)F)(C)C (1-benzyl-3,3-dimethyl-4-(4,6-difluorobenzofur-7-yl)piperidine).